describe an organic reaction: reactants, conditions, products, and yield From a dataset of the Open Reaction Database (ORD), a public repository of structured organic reaction records. Reactants: COC(N(C)C)OC (N,N-Dimethylformamide dimethylacetal), FC1=CC=C(C=C1)CC(CC(=O)OCC)=O (ethyl 4-(4-fluorophenyl)-3-oxobutanoate), C(C)(=O)OCCC (n-propyl acetate). Reaction conditions: temperature 90 celsius, time 4 hour. Product: FC1=CC=C(C=C1)C=1C(C(=CN(C1)C(C)C)C(=O)OCC)=O (Ethyl 5-(4-fluorophenyl)-4-oxo-1-(propan-2-yl)-1,4-dihydropyridine-3-carboxylate). As a reaction SMILES: CO[CH:3](OC)[N:4](C)[CH3:5].[F:9][C:10]1[CH:15]=[CH:14][C:13]([CH2:16][C:17](=[O:24])[CH2:18][C:19]([O:21][CH2:22][CH3:23])=[O:20])=[CH:12][CH:11]=1.C(O[CH2:29][CH2:30][CH3:31])(=O)C>>[F:9][C:10]1[CH:11]=[CH:12][C:13]([C:16]2[C:17](=[O:24])[C:18]([C:19]([O:21][CH2:22][CH3:23])=[O:20])=[CH:3][N:4]([CH:30]([CH3:31])[CH3:29])[CH:5]=2)=[CH:14][CH:15]=1. Procedure: N,N-Dimethylformamide dimethylacetal (3.6 ml) was added to a solution of ethyl 4-(4-fluorophenyl)-3-oxobutanoate (1200 mg) in n-propyl acetate (13 ml) at room temperature, and the mixture was stirred at 90° C. for four hours. The solvent was distilled off under reduced pressure, and ethanol (18 ml) was added, followed by addition of 2-propylamine (688 μl). After stirring at 60° C. for one hour, 2-propylamine (459 μl) was added and the mixture was further stirred at 60° C. for one hour. The solve...